describe an organic reaction: reactants, conditions, products, and yield From a dataset of the Open Reaction Database (ORD), a public repository of structured organic reaction records. Reactants: O=C([O-])O, Cn1nnnc1SCC1NCCc2cc(O)c(O)cc21, O=C(Cl)OCC(Cl)(Cl)Cl, Cl, [Na+], C1CCOC1, O. Yields the product Cn1nnnc1SCC1c2cc(O)c(O)cc2CCN1C(=O)OCC(Cl)(Cl)Cl. Reaction SMILES: [C:22](=[O:23])([OH:24])[O-:25].[CH3:2][n:3]1[n:4][n:5][n:6][c:7]1[S:8][CH2:9][CH:10]1[NH:11][CH2:12][CH2:13][c:14]2[cH:15][c:16]([OH:21])[c:17]([OH:20])[cH:18][c:19]21.[Cl:32][C:33](=[O:34])[O:35][CH2:36][C:37]([Cl:38])([Cl:39])[Cl:40].[ClH:1].[Na+:26].[O:27]1[CH2:28][CH2:29][CH2:30][CH2:31]1.[OH2:41]>>[CH3:2][n:3]1[n:4][n:5][n:6][c:7]1[S:8][CH2:9][CH:10]1[N:11]([C:33](=[O:34])[O:35][CH2:36][C:37]([Cl:38])([Cl:39])[Cl:40])[CH2:12][CH2:13][c:14]2[cH:15][c:16]([OH:21])[c:17]([OH:20])[cH:18][c:19]21. Reactants: [Si](C)(C)(C(C)(C)C)O[C@@H]1C[C@@H]2CC[C@H]3[C@@H]4C[C@H]5[C@H]([C@H](C)[C@]6(O5)CC[C@@H](C)CO6)[C@]4([C@@H]([C@@H]([C@@H]3[C@]2(CC1)C)O)O)C ((3β,5α,11β,12β,25R)-3-(t-butyldimethylsilyloxy)spirostan-11,12-diol), CN(C)C1=NC=CC=C1 (dimethylaminopyridine), C(C)(=O)OC(C)=O (acetic anhydride), N1=CC=CC=C1 (pyridine). As a reaction SMILES: [Si:1]([O:8][C@H:9]1[CH2:35][CH2:34][C@@:33]2([CH3:36])[C@@H:11]([CH2:12][CH2:13][C@@H:14]3[C@@H:32]2[C@@H:31]([OH:37])[C@@H:30]([OH:38])[C@@:29]2([CH3:39])[C@H:15]3[CH2:16][C@@H:17]3[O:22][C@@:21]4([O:28][CH2:27][C@H:25]([CH3:26])[CH2:24][CH2:23]4)[C@@H:19]([CH3:20])[C@@H:18]32)[CH2:10]1)([C:4]([CH3:7])([CH3:6])[CH3:5])([CH3:3])[CH3:2].[C:40](OC(=O)C)(=[O:42])[CH3:41].N1C=CC=CC=1.CN(C1C=CC=CN=1)C>C(Cl)Cl>[Si:1]([O:8][C@H:9]1[CH2:35][CH2:34][C@@:33]2([CH3:36])[C@@H:11]([CH2:12][CH2:13][C@@H:14]3[C@@H:32]2[C@@H:31]([OH:37])[C@@H:30]([O:38][C:40](=[O:42])[CH3:41])[C@@:29]2([CH3:39])[C@H:15]3[CH2:16][C@@H:17]3[O:22][C@@:21]4([O:28][CH2:27][C@H:25]([CH3:26])[CH2:24][CH2:23]4)[C@@H:19]([CH3:20])[C@@H:18]32)[CH2:10]1)([C:4]([CH3:5])([CH3:6])[CH3:7])([CH3:2])[CH3:3]. Procedure: (3β,5α,11β,12β,25R)-3-(t-butyldimethylsilyloxy)spirostan-11,12-diol was selectively acetylated with acetic anhydride, pyridine and dimethylaminopyridine in methylene chloride to give the title compound. Product: [Si](C)(C)(C(C)(C)C)O[C@@H]1C[C@@H]2CC[C@H]3[C@@H]4C[C@H]5[C@H]([C@H](C)[C@]6(O5)CC[C@@H](C)CO6)[C@]4([C@@H]([C@@H]([C@@H]3[C@]2(CC1)C)O)OC(C)=O)C ((3β,5α,11β,12β,25R)-3-(t-butyldimethylsilyloxy)-12-acetoxyspirostan-11-ol). The solvent is C(Cl)Cl (methylene chloride).